From a dataset of the Open Reaction Database (ORD), a public repository of structured organic reaction records. describe an organic reaction: reactants, conditions, products, and yield Starting materials: CO, Cl, COC(=O)C(CN)c1c[nH]c2ccccc12. Yields the product Cl, COC(=O)C1CNCc2[nH]c3ccccc3c21. Reaction SMILES: [CH3:18][OH:19].[ClH:1].[NH2:2][CH2:3][CH:4]([C:5](=[O:6])[O:7][CH3:8])[c:9]1[cH:10][nH:11][c:12]2[cH:13][cH:14][cH:15][cH:16][c:17]12>>[ClH:1].[NH:2]1[CH2:3][CH:4]([C:5](=[O:6])[O:7][CH3:8])[c:9]2[c:10]([nH:11][c:12]3[cH:13][cH:14][cH:15][cH:16][c:17]23)[CH2:18]1. Reactants: CC(=O)N1CCC(C(=O)O)CC1, CNOC, ClCCl, Cl, Cl, C1COCCO1, O=C(n1ccnc1)n1ccnc1. Yields the product CON(C)C(=O)C1CCN(C(C)=O)CC1. Reaction SMILES: [C:1]([CH3:2])(=[O:3])[N:4]1[CH2:5][CH2:6][CH:7]([C:10](=[O:11])[OH:12])[CH2:8][CH2:9]1.[CH3:26][O:27][NH:28][CH3:29].[Cl:31][CH2:32][Cl:33].[ClH:25].[ClH:30].[O:34]1[CH2:35][CH2:36][O:37][CH2:38][CH2:39]1.[n:13]1([C:14]([n:15]2[cH:16][cH:17][n:18][cH:19]2)=[O:20])[cH:21][cH:22][n:23][cH:24]1>>[C:1]([CH3:2])(=[O:3])[N:4]1[CH2:5][CH2:6][CH:7]([C:10](=[O:12])[N:28]([O:27][CH3:26])[CH3:29])[CH2:8][CH2:9]1.